This data is from the Open Reaction Database (ORD), a public repository of structured organic reaction records. The task is: describe an organic reaction: reactants, conditions, products, and yield The reactants are 4,6α,17α-trimethyl-17β,19-di(2'-tetrahydropyranyloxy)-4-androsten-3-one, 17β-hydroxy-4,6α,17α-trimethyl-4-androstene-3,19-dione acetate, 6α-methyl-19-(2'-tetrahydropyranyloxy)-4-androstene-3,17-dione, O1C(CCCC1)OC[C@]12CCC(C=C1CC[C@H]1[C@@H]3CCC([C@@]3(C)CC[C@H]21)=O)=O (19-tetrahydropyranyloxy-4-androstene-3,17-dione), 17β-hydroxy-4,6α,17α-trimethyl-4-androstene-3,19-dione, C[Si](OC[C@]12CCC(C=C1CC[C@H]1[C@@H]3CCC([C@@]3(C)CC[C@H]21)=O)=O)(C)C (19-trimethylsiloxy-4-androstene-3,17-dione). Product: O1C(CCCC1)OC[C@]12CCC(C[C@@H]1CC[C@H]1[C@@H]3CCC([C@@]3(C)CC[C@H]21)=O)=O (19-tetrahydropyranyloxy-5α-androstane-3,17-dione), C[Si](OC[C@]12CCC(C[C@@H]1CC[C@H]1[C@@H]3CCC([C@@]3(C)CC[C@H]21)=O)=O)(C)C (19-trimethylsiloxy-5α-androstane-3,17-dione), 6α-methyl-19-(2'-tetrahydropyranyloxy)-5α-androstane-3,17-dione. As a reaction SMILES: [O:1]1[CH2:6][CH2:5][CH2:4][CH2:3][CH:2]1[O:7][CH2:8][C@@:9]12[C@@H:26]3[C@H:17]([C@H:18]4[C@@:22]([CH2:24][CH2:25]3)([CH3:23])[C:21](=[O:27])[CH2:20][CH2:19]4)[CH2:16][CH2:15][C:14]1=[CH:13][C:12](=[O:28])[CH2:11][CH2:10]2.[CH3:29][Si:30]([CH3:54])([CH3:53])[O:31][CH2:32][C@@:33]12[C@@H:50]3[C@H:41]([C@H:42]4[C@@:46]([CH2:48][CH2:49]3)([CH3:47])[C:45](=[O:51])[CH2:44][CH2:43]4)[CH2:40][CH2:39][C:38]1=[CH:37][C:36](=[O:52])[CH2:35][CH2:34]2>>[O:1]1[CH2:6][CH2:5][CH2:4][CH2:3][CH:2]1[O:7][CH2:8][C@@:9]12[C@@H:26]3[C@H:17]([C@H:18]4[C@@:22]([CH2:24][CH2:25]3)([CH3:23])[C:21](=[O:27])[CH2:20][CH2:19]4)[CH2:16][CH2:15][C@H:14]1[CH2:13][C:12](=[O:28])[CH2:11][CH2:10]2.[CH3:53][Si:30]([CH3:29])([CH3:54])[O:31][CH2:32][C@@:33]12[C@@H:50]3[C@H:41]([C@H:42]4[C@@:46]([CH2:48][CH2:49]3)([CH3:47])[C:45](=[O:51])[CH2:44][CH2:43]4)[CH2:40][CH2:39][C@H:38]1[CH2:37][C:36](=[O:52])[CH2:35][CH2:34]2. Procedure details: Substituting 17β-hydroxy-4,6α,17α-trimethyl-4-androstene-3,19-dione, 17β-hydroxy-4,6α,17α-trimethyl-4-androstene-3,19-dione acetate, 19-tetrahydropyranyloxy-4-androstene-3,17-dione, 19-trimethylsiloxy-4-androstene-3,17-dione and 6α-methyl-19-(2'-tetrahydropyranyloxy)-4-androstene-3,17-dione for the 4,6α,17α-trimethyl-17β,19-di(2'-tetrahydropyranyloxy)-4-androsten-3-one above results in the preparation of 17β-hydroxy-4,6α,17α-trimethyl-5α-androstane-3,19-dione, 17β-hydroxy-4,6α,17α-trimethyl-5α-a... Yields the product C(C)(C)(C)OC(\C=C\C1=CN(C=C1)S(=O)(=O)C1=CC=C(C=C1)Br)=O ((E)-3-[1-(4-Bromo-benzenesulfonyl)-1H-pyrrol-3-yl]-acrylic acid tertbutyl ester). Run at temperature -30 celsius, time 0.5 hour. Solvent: O (water). Procedure: A mixture of 0.85 g NaH with 70.0 ml THF is cooled to −30° C. and 5.0 g (E)-3-(1H-pyrrol-3-yl)-acrylic acid tert-butyl ester are added. During the addition there is liberated a gas. The solution is stirred at ambient temperature for 0.5 h. Then 7.9 g 4-bromobenzenesulfonylchloride is added by -30° C. The suspension is stirred at ambient temperature for 3 h. The mixture is treated with water and then it is extracted with ethyl acetate. The title compound is isolated by flash chromatography. By th... Reactants: BrC1=CC=C(C=C1)S(=O)(=O)Cl (4-bromobenzenesulfonylchloride), [H-].[Na+] (NaH), C1CCOC1 (THF), C(C)(C)(C)OC(\C=C\C1=CNC=C1)=O ((E)-3-(1H-pyrrol-3-yl)-acrylic acid tert-butyl ester). Reaction SMILES: [H-].[Na+].C1COCC1.[C:8]([O:12][C:13](=[O:21])/[CH:14]=[CH:15]/[C:16]1[CH:20]=[CH:19][NH:18][CH:17]=1)([CH3:11])([CH3:10])[CH3:9].[Br:22][C:23]1[CH:28]=[CH:27][C:26]([S:29](Cl)(=[O:31])=[O:30])=[CH:25][CH:24]=1>O>[C:8]([O:12][C:13](=[O:21])/[CH:14]=[CH:15]/[C:16]1[CH:20]=[CH:19][N:18]([S:29]([C:26]2[CH:27]=[CH:28][C:23]([Br:22])=[CH:24][CH:25]=2)(=[O:31])=[O:30])[CH:17]=1)([CH3:11])([CH3:9])[CH3:10] |f:0.1|.